This data is from the Open Reaction Database (ORD), a public repository of structured organic reaction records. The task is: describe an organic reaction: reactants, conditions, products, and yield Run at time 20 hour. Yield: 23.6%. Run in CC#N (CH3CN), C(CCC)O (nBuOH). RXN SMILES: Cl[C:2]1[N:7]=[C:6](Cl)[C:5]([F:9])=[CH:4][N:3]=1.[NH:10]1[CH2:18][CH2:17][CH2:16][CH:12]([C:13]([NH2:15])=[O:14])[CH2:11]1.CCN(C(C)C)C(C)C.[NH2:28][C:29]1[CH:37]=[C:36]2[C:32]([CH:33]=[N:34][NH:35]2)=[CH:31][CH:30]=1>CC#N.C(O)CCC>[NH:35]1[C:36]2[C:32](=[CH:31][CH:30]=[C:29]([NH:28][C:2]3[N:7]=[C:6]([N:10]4[CH2:18][CH2:17][CH2:16][CH:12]([C:13]([NH2:15])=[O:14])[CH2:11]4)[C:5]([F:9])=[CH:4][N:3]=3)[CH:37]=2)[CH:33]=[N:34]1. Procedure details: A mixture of 2,4-dichloro-5-fluoropyrimidine (167 mg, 1.00 mmol), nipecotamide (128 mg, 1.00 mmol) and DIEA (0.350 mL, 2.01 mmol) in CH3CN (4 mL) was stirred at room temperature for 20 h. It was concentrated in vacuo. The residue was dissolved in nBuOH (4 mL). 2 mL of the nBuOH solution was taken, to which 6-aminoindazole (100 mg, 0.75 mmol) was added. The solution was stirred at 116° C. for 6 h. nBuOH was removed in vacuo. The residue was purified by HPLC to give the titled compound (63 mg). MS... Reactants: NC1=CC=C2C=NNC2=C1 (6-aminoindazole), ClC1=NC=C(C(=N1)Cl)F (2,4-dichloro-5-fluoropyrimidine), N1CC(C(=O)N)CCC1 (nipecotamide), CCN(C(C)C)C(C)C (DIEA). Product: N1N=CC2=CC=C(C=C12)NC1=NC=C(C(=N1)N1CC(CCC1)C(=O)N)F (1-(2-(1H-indazol-6-ylamino)-5-fluoropyrimidin-4-yl)piperidine-3-carboxamide). Reaction SMILES: [CH3:1][O:2][C:3]1[CH:12]=[C:11]2[C:6]([CH:7]=[CH:8][C:9](=[O:29])[N:10]2[CH2:13][CH2:14][N:15]2[CH2:20][CH2:19][CH:18]([NH:21]C(=O)OC(C)(C)C)[CH2:17][CH2:16]2)=[N:5][CH:4]=1>C(Cl)(Cl)Cl.FC(F)(F)C(O)=O>[NH2:21][CH:18]1[CH2:17][CH2:16][N:15]([CH2:14][CH2:13][N:10]2[C:11]3[C:6](=[N:5][CH:4]=[C:3]([O:2][CH3:1])[CH:12]=3)[CH:7]=[CH:8][C:9]2=[O:29])[CH2:20][CH2:19]1. The product is NC1CCN(CC1)CCN1C(C=CC2=NC=C(C=C12)OC)=O (1-(2-(4-aminopiperidin-1-yl)ethyl)-7-methoxy-1,5-naphthyridin-2(1H)-one). Reactants: COC1=CN=C2C=CC(N(C2=C1)CCN1CCC(CC1)NC(OC(C)(C)C)=O)=O (tert-butyl (1-(2-(7-methoxy-2-oxo-1,5-naphthyridin-1(2H)-yl)ethyl)piperidin-4-yl)carbamate). Isolated yield 65.9%. The solvent is C(Cl)(Cl)Cl (chloroform), FC(C(=O)O)(F)F (trifluoroacetic acid). Run at time 1 hour. Procedure details: To a solution of 4.36 g of tert-butyl (1-(2-(7-methoxy-2-oxo-1,5-naphthyridin-1(2H)-yl)ethyl)piperidin-4-yl)carbamate in 50 mL of chloroform, 10 mL of trifluoroacetic acid was added, and the mixture was stirred at room temperature for 1 hour. After the solvent was distilled off under reduced pressure, the reaction mixture was alkalified with a saturated aqueous sodium hydrogen carbonate solution, the solvent was then distilled off under reduced pressure, and the resultant residue was purified by... Reactants: BrC=1C=C2CNC(C2=CC1)=O (5-bromo-2,3-dihydroisoindol-1-one), C1CCOC1 (THF), COC1=CC=C(CBr)C=C1 (4-methoxybenzyl bromide), [NH4+].[Cl-] (NH4Cl), [H-].[Na+] (sodium hydride), [I-] (iodide), C1CCOC1 (THF), [H-].[Na+] (Sodium hydride), IC (iodomethane). The solvent is CN(C)C=O (DMF), C(C)(=O)OCC (ethyl acetate). Run at time 4 hour. The product is BrC=1C=C2C(N(C(C2=CC1)=O)CC1=CC=C(C=C1)OC)(C)C (5-Bromo-2-(4-methoxybenzyl)-3,3-dimethyl-2,3-dihydroisoindol-1-one). Reaction SMILES: [H-].[Na+].[I-].[Br:4][C:5]1C=[C:7]2[C:11](=[CH:12][CH:13]=1)[C:10](=O)NC2.[CH3:15][O:16][C:17]1[CH:24]=[CH:23][C:20]([CH2:21]Br)=[CH:19][CH:18]=1.IC.[NH4+:27].[Cl-].[CH2:29]1[CH2:33][O:32][CH2:31][CH2:30]1>CN(C=O)C.C(OCC)(=O)C>[Br:4][C:5]1[CH:13]=[C:12]2[C:29](=[CH:30][CH:31]=1)[C:33](=[O:32])[N:27]([CH2:21][C:20]1[CH:23]=[CH:24][C:17]([O:16][CH3:15])=[CH:18][CH:19]=1)[C:11]2([CH3:7])[CH3:10] |f:0.1,6.7|. Procedure: A suspension of sodium hydride (130 mg, 60% dispersion in mineral oil, 3.2 mmol) and tetra-nbutylammonium iodide (243 mg, 0.68 mmol) in THF (20 mL) is stirred at rt and a solution of 5-bromo-2,3-dihydroisoindol-1-one (675 mg, 3.2 mmol) in THF (20 mL) and DMF (4 mL) is added. After 75 min 4-methoxybenzyl bromide (460 μL, 3.2 mmol) is added and stirring is continued for 4 h. Sodium hydride (635 mg, 60% dispersion in mineral oil, 15.9 mmol) is then added and stirring is continued for 30 min before ... The reactants are C1(=CC=CC=C1)SCC(=O)O ((phenylthio)acetic acid), O=P(Cl)(Cl)Cl (POCl3), N1=CNC2=C1C=CC(=C2)C(=O)NN (benzimidazol-5-carbohydrazide), COC=1C=CC(=CC1)P2(=S)SP(=S)(S2)C=3C=CC(=CC3)OC (Lawesson's reagent). Yields the product C1(=CC=CC=C1)SCC1=NN=C(S1)C1=CC2=C(NC=N2)C=C1 (5-(5-((Phenylthio)methyl)-1,3,4-thiadiazol-2-yl)-1H-benzo[d]imidazole). As a reaction SMILES: [C:1]1([S:7][CH2:8][C:9](O)=O)[CH:6]=[CH:5][CH:4]=[CH:3][CH:2]=1.[N:12]1[C:16]2[CH:17]=[CH:18][C:19]([C:21]([NH:23][NH2:24])=O)=[CH:20][C:15]=2[NH:14][CH:13]=1.COC1C=CC(P2(SP(C3C=CC(OC)=CC=3)(=S)S2)=[S:34])=CC=1.O=P(Cl)(Cl)Cl>>[C:1]1([S:7][CH2:8][C:9]2[S:34][C:21]([C:19]3[CH:18]=[CH:17][C:16]4[NH:12][CH:13]=[N:14][C:15]=4[CH:20]=3)=[N:23][N:24]=2)[CH:6]=[CH:5][CH:4]=[CH:3][CH:2]=1. Procedure: The compound was synthesized starting from (phenylthio)acetic acid (169 mg; 1 mmol), benzimidazol-5-carbohydrazide (176 mg; 1 mmol), Lawesson's reagent (606 mg; 1.5 mmol) and POCl3 (0.137 ml; 1.5 mmol) as described in method 3; yield: 0.019 g (5.9%); MS m/z: 325.7 [M+H]+; 1H-NMR (DMSO d6, 400 MHz): δ 4.77 (s, 2H); 7.21-7.25 (m, 1H); 7.31-7.35 (m, 2H); 7.43-7.45 (m, 2H); 7.79 (d, 1H, 3J=8.3 Hz); 7.89 (dd, 1H, 4J=1.7 Hz, 3J=8.3 Hz); 8.21 (br s, 1H); 8.83 (s, 1H); HPLC (METHOD [A]): rt 12.30 min (9...